describe an organic reaction: reactants, conditions, products, and yield From a dataset of the Open Reaction Database (ORD), a public repository of structured organic reaction records. Yields the product COC1=C(CN2CC(CC2=O)(C(=O)OC)C)C=CC(=C1)OC (methyl 1-(2,4-dimethoxybenzyl)-3-methyl-5-oxopyrrolidine-3-carboxylate). Procedure: Sodium hydride (327 mg, 13.6 mmol) ws added to a solution of methyl 1-(2,4-dimethoxybenzyl)-5-oxopyrrolidine-3-carboxylate (2.0 g, 6.8 mmol) in THF (50 mL) at 0° C. The mixture was stirred at room temperature for 2 hours. Then the mixture was added methyl iodide (4.8 g, 34 mmol) dropwise at 0° C. The mixture was stirred at room temperature for 16 hours and then was diluted with water and extracted with ethyl acetate. The organic layer was dried over sodium sulfate, filtered, and concentrated und... Reaction SMILES: [H-].[Na+].[CH3:3][O:4][C:5]1[CH:21]=[C:20]([O:22][CH3:23])[CH:19]=[CH:18][C:6]=1[CH2:7][N:8]1[C:12](=[O:13])[CH2:11][CH:10]([C:14]([O:16][CH3:17])=[O:15])[CH2:9]1.[CH3:24]I>C1COCC1.O>[CH3:3][O:4][C:5]1[CH:21]=[C:20]([O:22][CH3:23])[CH:19]=[CH:18][C:6]=1[CH2:7][N:8]1[C:12](=[O:13])[CH2:11][C:10]([CH3:24])([C:14]([O:16][CH3:17])=[O:15])[CH2:9]1 |f:0.1|. The reactants are [H-].[Na+] (Sodium hydride), COC1=C(CN2CC(CC2=O)C(=O)OC)C=CC(=C1)OC (methyl 1-(2,4-dimethoxybenzyl)-5-oxopyrrolidine-3-carboxylate), CI (methyl iodide). Conditions: time 2 hour. Run in O (water), C1CCOC1 (THF). Reactants: CC(NC(=O)OC(C)(C)C)C(=O)O, COCCOC, C(=NC1CCCCC1)=NC1CCCCC1, C=C(CCC(=O)OCC)CC(N)(C(=O)OCC)C(=O)OCC. Yields the product C=C(CCC(=O)OCC)CC(NC(=O)C(C)NC(=O)OC(C)(C)C)(C(=O)OCC)C(=O)OCC. RXN SMILES: [C:23](=[O:24])([O:25][C:26]([CH3:27])([CH3:28])[CH3:29])[NH:30][CH:31]([CH3:32])[C:33](=[O:34])[OH:35].[CH2:51]([CH2:52][O:53][CH3:54])[O:55][CH3:56].[CH:36]1([N:37]=[C:38]=[N:39][CH:40]2[CH2:41][CH2:42][CH2:43][CH2:44][CH2:45]2)[CH2:46][CH2:47][CH2:48][CH2:49][CH2:50]1.[NH2:1][C:2]([CH2:3][C:4]([CH2:5][CH2:6][C:7](=[O:8])[O:9][CH2:10][CH3:11])=[CH2:12])([C:13](=[O:14])[O:15][CH2:16][CH3:17])[C:18](=[O:19])[O:20][CH2:21][CH3:22]>>[NH:1]([C:2]([CH2:3][C:4]([CH2:5][CH2:6][C:7](=[O:8])[O:9][CH2:10][CH3:11])=[CH2:12])([C:13](=[O:14])[O:15][CH2:16][CH3:17])[C:18](=[O:19])[O:20][CH2:21][CH3:22])[C:33]([CH:31]([NH:30][C:23](=[O:24])[O:25][C:26]([CH3:27])([CH3:28])[CH3:29])[CH3:32])=[O:34]. Reactants: NC1=C2C(=NC=N1)N(N=C2C2=CC=C(C=C2)NC(C)=O)C(C)C=2OC1=CC=CC=C1C(C2C2=CC(=CC=C2)F)=O (N-(4-(4-amino-1-(1-(3-(3-fluorophenyl)-4-oxo-4H-chromen-2-yl)ethyl)-1H-pyrazolo[3,4-d]pyrimidin-3-yl) phenyl) acetamide), Cl (HCl), C([O-])([O-])=O.[Na+].[Na+] (sodium carbonate), ClCCl (dichloromethane). The solvent is C(C)O (ethanol). The product is NC1=C2C(=NC=N1)N(N=C2C2=CC=C(C=C2)N)C(C)C=2OC1=CC=CC=C1C(C2C2=CC(=CC=C2)F)=O (2-(1-(4-amino-3-(4-aminophenyl)-1H-pyrazolo[3,4-d]pyrimidin-1-yl)ethyl)-3-(3-fluorophenyl)-4H-chromen-4-one). Yield: 27.3%. As a reaction SMILES: [NH2:1][C:2]1[N:7]=[CH:6][N:5]=[C:4]2[N:8]([CH:21]([C:23]3[O:24][C:25]4[C:30]([C:31](=[O:40])[C:32]=3[C:33]3[CH:38]=[CH:37][CH:36]=[C:35]([F:39])[CH:34]=3)=[CH:29][CH:28]=[CH:27][CH:26]=4)[CH3:22])[N:9]=[C:10]([C:11]3[CH:16]=[CH:15][C:14]([NH:17]C(=O)C)=[CH:13][CH:12]=3)[C:3]=12.Cl.C(=O)([O-])[O-].[Na+].[Na+].ClCCl>C(O)C>[NH2:1][C:2]1[N:7]=[CH:6][N:5]=[C:4]2[N:8]([CH:21]([C:23]3[O:24][C:25]4[C:30]([C:31](=[O:40])[C:32]=3[C:33]3[CH:38]=[CH:37][CH:36]=[C:35]([F:39])[CH:34]=3)=[CH:29][CH:28]=[CH:27][CH:26]=4)[CH3:22])[N:9]=[C:10]([C:11]3[CH:12]=[CH:13][C:14]([NH2:17])=[CH:15][CH:16]=3)[C:3]=12 |f:2.3.4|. Procedure: To a solution of Example 107 (0.080 g, 0.149 mmoles) in ethanol (5 ml), Con.HCl (0.5 ml) was added and refluxed for 2 h. The reaction mixture was basified with sodium carbonate solution and extracted with ethyl acetate. The organic layer was dried over sodium sulphate and concentrated under reduced pressure. The crude product was purified by column chromatography with methanol: dichloromethane to afford the title compound as brown solid (0.020 g, 27% yield). MP: 91-94° C. 1H-NMR (δ ppm, DMSO-d6,... The reactants are CCO, CCOC(=O)c1cnn(Cc2noc(-c3cccc(C(F)(F)F)c3)n2)c1, [Li+], [OH-], O. The product is O=C(O)c1cnn(Cc2noc(-c3cccc(C(F)(F)F)c3)n2)c1. Reaction SMILES: [CH3:29][CH2:30][OH:31].[F:1][C:2]([c:3]1[cH:4][c:5](-[c:9]2[n:10][c:11]([CH2:14][n:15]3[n:16][cH:17][c:18]([C:20](=[O:21])[O:22][CH2:23][CH3:24])[cH:19]3)[n:12][o:13]2)[cH:6][cH:7][cH:8]1)([F:25])[F:26].[Li+:27].[OH-:28].[OH2:32]>>[F:1][C:2]([c:3]1[cH:4][c:5](-[c:9]2[n:10][c:11]([CH2:14][n:15]3[n:16][cH:17][c:18]([C:20](=[O:21])[OH:22])[cH:19]3)[n:12][o:13]2)[cH:6][cH:7][cH:8]1)([F:25])[F:26]. Reactants: C(#N)CC(=O)O (cyanoacetic acid), C1(CCCCC1)N=C=NC1CCCCC1 (dicyclohexylcarbodiimide), NC=1C=CC(=NC1)Cl (5-amino-2-chloropyridine). Solvent: O1CCCC1 (tetrahydrofuran). The product is ClC1=NC=C(C=C1)NC(CC#N)=O (N-(2-chloropyrid-5-yl)-2-cyanoacetamide). Isolated yield 76.7%. RXN SMILES: [C:1]([CH2:3][C:4]([OH:6])=O)#[N:2].C1(N=C=NC2CCCCC2)CCCCC1.[NH2:22][C:23]1[CH:24]=[CH:25][C:26]([Cl:29])=[N:27][CH:28]=1>O1CCCC1>[Cl:29][C:26]1[CH:25]=[CH:24][C:23]([NH:22][C:4](=[O:6])[CH2:3][C:1]#[N:2])=[CH:28][N:27]=1. Procedure details: 5.95 g (70.0 mmol) of cyanoacetic acid and 14.44 g (70.0 mmol) of dicyclohexylcarbodiimide were added to a stirred solution of 9.00 g (70.0 mmol) of 5-amino-2-chloropyridine in 150 ml of anhydrous tetrahydrofuran at 0° C. The reaction was monitored by thin layer chromatography and when complete, the reaction mixture was filtered and the filtrate was evaporated to dryness. The resulting solid was triturated with anhydrous dichloromethane, filtered and dried in vacuo to obtain 10.5 g of N-(2-chlor...